Dataset: the Open Reaction Database (ORD), a public repository of structured organic reaction records. Task: describe an organic reaction: reactants, conditions, products, and yield Reactants: BrCC=1C=CC2=C(CCO2)C1 (5-bromomethyl-2,3-dihydrobenzofuran), C1(=CC=CC=C1)CC(=O)OCC (ethyl phenylacetate), C[Si]([N-][Si](C)(C)C)(C)C.[Li+] (lithium hexamethyldisilazide), C[Si](N[Si](C)(C)C)(C)C (1,1,1,3,3,3-hexamethyldisilazane), C(CCC)[Li] (n-butyllithium). The solvent is O1CCCC1 (tetrahydrofuran), O (water), O1CCCC1 (tetrahydrofuran), O1CCCC1 (tetrahydrofuran). Reaction conditions: time 15 minute. Yields the product O1CCC2=C1C=CC(=C2)CC(C(=O)OCC)C2=CC=CC=C2 (Ethyl 3-(2,3-dihydrobenzofuran-5-yl)-2-phenylpropionate), product. The yield is 95.0%. RXN SMILES: C[Si](C)(C)[N-][Si](C)(C)C.[Li+].C[Si](C)(C)N[Si](C)(C)C.C([Li])CCC.[C:25]1([CH2:31][C:32]([O:34][CH2:35][CH3:36])=[O:33])[CH:30]=[CH:29][CH:28]=[CH:27][CH:26]=1.Br[CH2:38][C:39]1[CH:40]=[CH:41][C:42]2[O:46][CH2:45][CH2:44][C:43]=2[CH:47]=1>O1CCCC1.O>[O:46]1[C:42]2[CH:41]=[CH:40][C:39]([CH2:38][CH:31]([C:25]3[CH:30]=[CH:29][CH:28]=[CH:27][CH:26]=3)[C:32]([O:34][CH2:35][CH3:36])=[O:33])=[CH:47][C:43]=2[CH2:44][CH2:45]1 |f:0.1|. Reported procedure: To a solution of lithium hexamethyldisilazide solution, prepared from 1,1,1,3,3,3-hexamethyldisilazane (37.4 g, 0.232 mol), n-butyllithium (127 mL, 1.6M hexane solution) and tetrahydrofuran (150 mL), was added a solution of ethyl phenylacetate (33.3 g, 0.203 mol) in tetrahydrofuran (20 mL) at −78° C. The mixture was stirred for 15 minutes and then a solution of 5-bromomethyl-2,3-dihydrobenzofuran (41.0 g, 0.193 mol) in tetrahydrofuran (50 mL) was added. The mixture was stirred for further 20 min...